From a dataset of the Open Reaction Database (ORD), a public repository of structured organic reaction records. describe an organic reaction: reactants, conditions, products, and yield The reactants are methiodide, C(C)Cl (ethyl chloride), C(C)N(N)CC (1,1-diethylhydrazine). The product is [Cl-].C(C)[N+](N)(CC)CC (1,1,1-triethylhydrazinium chloride). RXN SMILES: [CH2:1]([Cl:3])[CH3:2].[CH2:4]([N:6]([CH2:8][CH3:9])[NH2:7])[CH3:5]>>[Cl-:3].[CH2:4]([N+:6]([CH2:1][CH3:2])([CH2:8][CH3:9])[NH2:7])[CH3:5] |f:2.3|. Reported procedure: Similarly, when Example 1(a) is repeated except that methiodide is replaced by a stoichiometrically equivalent amount of ethyl chloride and reacted with 1,1-diethylhydrazine to produce a similar amount of 1,1,1-triethylhydrazinium chloride. Starting materials: N1(CCNCC1)C(=O)C1=CC=C(C=C1)B1OC(C(O1)(C)C)(C)C (piperazin-1-yl-[4-(4,4,5,5-tetramethyl-[1,3,2]dioxaborolan-2-yl)-phenyl]-methanone), C(=O)([O-])[O-].[Na+].[Na+] (Na2CO3), PdCl2dppf, BrC=1C=C(C=NC1)C1=CC(=NC(=C1)NC1CC1)C1=NC=CC=C1 ((5″-Bromo-[2,2′;4′,3″]terpyridin-6′-yl)-cyclopropyl-amine). The solvent is COCCOC (DME), C(Cl)Cl (DCM). Yields the product C1(CC1)NC1=CC(=CC(=N1)C1=NC=CC=C1)C=1C=NC=C(C1)C1=CC=C(C=C1)C(=O)N1CCNCC1 ([4-(6′-Cyclopropylamino-[2,2′;4′,3″]terpyridin-5″-yl)-phenyl]-piperazin-1-yl-methanone). RXN SMILES: [N:1]1([C:7]([C:9]2[CH:14]=[CH:13][C:12](B3OC(C)(C)C(C)(C)O3)=[CH:11][CH:10]=2)=[O:8])[CH2:6][CH2:5][NH:4][CH2:3][CH2:2]1.C([O-])([O-])=O.[Na+].[Na+].Br[C:31]1[CH:32]=[C:33]([C:37]2[CH:42]=[C:41]([NH:43][CH:44]3[CH2:46][CH2:45]3)[N:40]=[C:39]([C:47]3[CH:52]=[CH:51][CH:50]=[CH:49][N:48]=3)[CH:38]=2)[CH:34]=[N:35][CH:36]=1>COCCOC.C(Cl)Cl>[CH:44]1([NH:43][C:41]2[N:40]=[C:39]([C:47]3[CH:52]=[CH:51][CH:50]=[CH:49][N:48]=3)[CH:38]=[C:37]([C:33]3[CH:34]=[N:35][CH:36]=[C:31]([C:12]4[CH:11]=[CH:10][C:9]([C:7]([N:1]5[CH2:2][CH2:3][NH:4][CH2:5][CH2:6]5)=[O:8])=[CH:14][CH:13]=4)[CH:32]=3)[CH:42]=2)[CH2:46][CH2:45]1 |f:1.2.3|. Reported procedure: To a solution of piperazin-1-yl-[4-(4,4,5,5-tetramethyl-[1,3,2]dioxaborolan-2-yl)-phenyl]-methanone (1.2 eq, 0.163 mmol, 0.052 g) in dry DME (1 ml) under an inert atmosphere of argon is added 2M Na2CO3 (3 eq, 0.408 mmol, 0.2 ml) followed by (5″-Bromo-[2,2′;4′,3″]terpyridin-6′-yl)-cyclopropyl-amine (Example 1.26) (1 eq, 0.136 mmol, 0.050 g) and PdCl2dppf (0.1 eq, 0.0136 mmol, 0.001 g). The reaction mixture is heated using microwave radiation at 90° C. for 2 hours 30. The reaction mixture is disso... Starting materials: C1CCOC1, CC(C)(C)[O-], O=CO, O=C(Cl)c1ccccc1Cl, [K+], Clc1ccc(Nc2nc3ccccc3s2)cc1. Yields the product O=C(c1ccccc1Cl)N(c1ccc(Cl)cc1)c1nc2ccccc2s1. Reaction SMILES: [CH2:37]1[O:38][CH2:39][CH2:40][CH2:41]1.[CH3:28][C:29]([CH3:30])([O-:31])[CH3:32].[CH:34]([OH:35])=[O:36].[Cl:18][C:19](=[O:20])[c:21]1[cH:22][cH:23][cH:24][cH:25][c:26]1[Cl:27].[K+:33].[s:1]1[c:2]([NH:10][c:11]2[cH:12][cH:13][c:14]([Cl:17])[cH:15][cH:16]2)[n:3][c:4]2[c:5]1[cH:6][cH:7][cH:8][cH:9]2>>[s:1]1[c:2]([N:10]([c:11]2[cH:12][cH:13][c:14]([Cl:17])[cH:15][cH:16]2)[C:19](=[O:20])[c:21]2[cH:22][cH:23][cH:24][cH:25][c:26]2[Cl:27])[n:3][c:4]2[c:5]1[cH:6][cH:7][cH:8][cH:9]2. Starting materials: [BH4-], CC(C)(C)OC(=O)C(C)(C)Br, CO, [K+], CN(C)C(=O)Sc1ccc2c(c1)CCC(N)C2, [Na+], [OH-]. Product: CC(C)(C)OC(=O)C(C)(C)Sc1ccc2c(c1)CCC(N)C2. RXN SMILES: [BH4-:31].[Br:20][C:21]([C:22](=[O:23])[O:24][C:25]([CH3:26])([CH3:27])[CH3:28])([CH3:29])[CH3:30].[CH3:33][OH:34].[K+:19].[NH2:1][CH:2]1[CH2:3][c:4]2[cH:5][cH:6][c:7]([S:12][C:13](=[O:14])[N:15]([CH3:16])[CH3:17])[cH:8][c:9]2[CH2:10][CH2:11]1.[Na+:32].[OH-:18]>>[NH2:1][CH:2]1[CH2:3][c:4]2[cH:5][cH:6][c:7]([S:12][C:21]([C:22](=[O:23])[O:24][C:25]([CH3:26])([CH3:27])[CH3:28])([CH3:29])[CH3:30])[cH:8][c:9]2[CH2:10][CH2:11]1.